From a dataset of the Open Reaction Database (ORD), a public repository of structured organic reaction records. describe an organic reaction: reactants, conditions, products, and yield Yields the product CC1(C)C(C=C(Cl)c2ccc(Cl)cc2)C1C(=O)OCc1cccc(Oc2ccccc2)n1. Starting materials: Cc1ccccc1, [Cl-], CC1(C)C(C=C(Cl)c2ccc(Cl)cc2)C1C(=O)O, OCc1cccc(Oc2ccccc2)n1, O, c1ccncc1. As a reaction SMILES: [CH3:42][c:43]1[cH:44][cH:45][cH:46][cH:47][cH:48]1.[Cl-:16].[Cl:17][C:18](=[CH:19][CH:20]1[C:21]([CH3:26])([CH3:27])[CH:22]1[C:23](=[O:24])[OH:25])[c:28]1[cH:29][cH:30][c:31]([Cl:34])[cH:32][cH:33]1.[O:1]([c:2]1[cH:3][cH:4][cH:5][cH:6][cH:7]1)[c:8]1[cH:9][cH:10][cH:11][c:12]([CH2:14][OH:15])[n:13]1.[OH2:41].[cH:35]1[cH:36][cH:37][n:38][cH:39][cH:40]1>>[O:1]([c:2]1[cH:3][cH:4][cH:5][cH:6][cH:7]1)[c:8]1[cH:9][cH:10][cH:11][c:12]([CH2:14][O:15][C:23]([CH:22]2[CH:20]([CH:19]=[C:18]([Cl:17])[c:28]3[cH:29][cH:30][c:31]([Cl:34])[cH:32][cH:33]3)[C:21]2([CH3:26])[CH3:27])=[O:24])[n:13]1.